Dataset: the Open Reaction Database (ORD), a public repository of structured organic reaction records. Task: describe an organic reaction: reactants, conditions, products, and yield Starting materials: ClC1=NC2=CC(=C(C=C2N=C1)F)F (2-chloro-6,7-difluoroquinoxaline), compound, NN (Hydrazine). The solvent is CCO (EtOH). Run at time 8 hour. Yields the product N(N)C1=NC2=CC(=C(C=C2N=C1)F)F (2-hydrazino-6,7-difluoroquinoxaline). Reaction SMILES: Cl[C:2]1[CH:11]=[N:10][C:9]2[C:4](=[CH:5][C:6]([F:13])=[C:7]([F:12])[CH:8]=2)[N:3]=1.[NH2:14][NH2:15]>CCO>[NH:14]([C:2]1[CH:11]=[N:10][C:9]2[C:4](=[CH:5][C:6]([F:13])=[C:7]([F:12])[CH:8]=2)[N:3]=1)[NH2:15]. Procedure: The foregoing methodology was followed starting with 2-chloro-6,7-difluoroquinoxaline. This compound (4.00 g, 19.9 mmol) was dissolved in 100 ml of absolute EtOH. Hydrazine (1.4 ml, 44 mmol) was added, and the mixture heated at reflux for 21/2 hours. The mixture was cooled and allowed to stand overnight before collecting the resulting precipitate, yielding 3.80 g of an orange, solid 2-hydrazino-6,7-difluoroquinoxaline. This product (3.8 g, 19.4 mmol) was stirred in 30 ml triethylorthoformate and...